The task is: describe an organic reaction: reactants, conditions, products, and yield. This data is from the Open Reaction Database (ORD), a public repository of structured organic reaction records. Reactants: BrC=1SC(=CC1)S(=O)(=O)C (2-bromo-5-methanesulfonyl-thiophene), [F-].[Cs+] (caesium fluoride), C1(CCCC1)C=C(CO)B1OC(C(O1)(C)C)(C)C (3-cyclopentyl-2-(4,4,5,5-tetramethyl-[1,3,2]dioxaborolan-2-yl)-prop-2-en-1-ol). Reagents/catalysts: [Pd].C1(=CC=CC=C1)P(C1=CC=CC=C1)C1=CC=CC=C1.C1(=CC=CC=C1)P(C1=CC=CC=C1)C1=CC=CC=C1.C1(=CC=CC=C1)P(C1=CC=CC=C1)C1=CC=CC=C1.C1(=CC=CC=C1)P(C1=CC=CC=C1)C1=CC=CC=C1 (tetrakis-(triphenylphosphin)-palladium(0)). The product is C1(CCCC1)\C=C(\CO)/C=1SC(=CC1)S(=O)(=O)C ((Z)-3-Cyclopentyl-2-(5-methanesulfonyl-thiophen-2-yl)-prop-2-en-1-ol). The yield is 56.1%. RXN SMILES: Br[C:2]1[S:3][C:4]([S:7]([CH3:10])(=[O:9])=[O:8])=[CH:5][CH:6]=1.[F-].[Cs+].[CH:13]1([CH:18]=[C:19](B2OC(C)(C)C(C)(C)O2)[CH2:20][OH:21])[CH2:17][CH2:16][CH2:15][CH2:14]1>[Pd].C1(P(C2C=CC=CC=2)C2C=CC=CC=2)C=CC=CC=1.C1(P(C2C=CC=CC=2)C2C=CC=CC=2)C=CC=CC=1.C1(P(C2C=CC=CC=2)C2C=CC=CC=2)C=CC=CC=1.C1(P(C2C=CC=CC=2)C2C=CC=CC=2)C=CC=CC=1>[CH:13]1(/[CH:18]=[C:19](\[C:2]2[S:3][C:4]([S:7]([CH3:10])(=[O:9])=[O:8])=[CH:5][CH:6]=2)/[CH2:20][OH:21])[CH2:17][CH2:16][CH2:15][CH2:14]1 |f:1.2,4.5.6.7.8|. Procedure details: According to method 17a was used 2-bromo-5-methanesulfonyl-thiophene (593 mg, 2.46 mmol), caesium fluoride ( 747 mg, 4.92 mmol), tetrakis-(triphenylphosphin)-palladium(0) (142 mg, 0.123 mmol) and 3-cyclopentyl-2-(4,4,5,5-tetramethyl-[1,3,2]dioxaborolan-2-yl)-prop-2-en-1-ol (620 g, 2.46 mmol) to give 395 mg of purified compound. MS (m/e): 309.0 (M+Na). Starting materials: ( 1 ), CC1=NNC=N1 (3-methyl-1H-1,2,4-triazole), ClC1=C(C#N)C=C(C=C1)[N+](=O)[O-] (2-chloro-5-nitrobenzonitrile), C([O-])([O-])=O.[K+].[K+] (potassium carbonate), O (water). The solvent is C(C)#N (acetonitrile). Reaction conditions: temperature 70 celsius. Product: CC1=NN(C=N1)C1=C(C#N)C=C(C=C1)[N+](=O)[O-] (2-(3-methyl-1H-1,2,4-triazol-1-yl)-5-nitrobenzonitrile). Yield: 58.0%. As a reaction SMILES: [CH3:1][C:2]1[N:6]=[CH:5][NH:4][N:3]=1.Cl[C:8]1[CH:15]=[CH:14][C:13]([N+:16]([O-:18])=[O:17])=[CH:12][C:9]=1[C:10]#[N:11].C(=O)([O-])[O-].[K+].[K+].O>C(#N)C>[CH3:1][C:2]1[N:6]=[CH:5][N:4]([C:8]2[CH:15]=[CH:14][C:13]([N+:16]([O-:18])=[O:17])=[CH:12][C:9]=2[C:10]#[N:11])[N:3]=1 |f:2.3.4|. Reported procedure: Step G (1): A mixture of 3-methyl-1H-1,2,4-triazole (6.83 g, 82 mmol), 2-chloro-5-nitrobenzonitrile (15 g, 82 mmol), and potassium carbonate (34.1 g, 246 mmol) in anhydrous acetonitrile (200 mL) was heated at 70° C. for 16 h. The dark brown reaction mixture was allowed to cool to rt and was poured into water (500 mL). The aqueous mixture was extracted with EtOAc (3×200 mL). The combined organic layers were washed with brine, dried over Na2SO4, filtered, and concentrated in vacuo. The crude resid... Starting materials: S([O-])(O)(=O)=O.[K+] (Potassium bisulfate), C(C)SC(CCCCCCCCCCCCCCCCC)SCC (1,1-di(ethylthio)-octadecane). The solvent is CCOCC (ether). Run at temperature 195 celsius. Yields the product C(C)SC=CCCCCCCCCCCCCCCCC (1-ethylthio-1-octadecene). RXN SMILES: S(=O)(=O)(O)[O-].[K+].[CH2:7]([S:9][CH:10](SCC)[CH2:11][CH2:12][CH2:13][CH2:14][CH2:15][CH2:16][CH2:17][CH2:18][CH2:19][CH2:20][CH2:21][CH2:22][CH2:23][CH2:24][CH2:25][CH2:26][CH3:27])[CH3:8]>CCOCC>[CH2:7]([S:9][CH:10]=[CH:11][CH2:12][CH2:13][CH2:14][CH2:15][CH2:16][CH2:17][CH2:18][CH2:19][CH2:20][CH2:21][CH2:22][CH2:23][CH2:24][CH2:25][CH2:26][CH3:27])[CH3:8] |f:0.1|. Procedure: Potassium bisulfate (4 g.) is added to 1,1-di(ethylthio)-octadecane (20 g.) and the resulting mixture is heated under vacuum (200-250 mm.) at 195° C for 6 hrs., cooled to room temperature and dissolved in ether (100 ml.). The ether solution is washed with aqueous sodium bicarbonate and water and then dried over MgSO4. The solvent is removed and the residue is distilled twice to afford 1-ethylthio-1-octadecene (b.p. 181°-183°, 0.8 mm.) as a colorless liquid. The reactants are C(#N)[BH3-].[Na+] (sodium cyanoborohydride), C(C)(=O)O (acetic acid), N1C(=NC=C1)C=O (2-imidazole carboxaldehyde), N1C(=NC=C1)CNCC1=CC=C(COCC2=CC=C(CN(CCC)CCC)C=C2)C=C1 ([4-(4-{[N-(1H-imidazol-2-ylmethyl)amino]methyl}benzyloxymethyl)benzyl]dipropylamine). Solvent: CO (methanol). Run at temperature 60 celsius, time 8 hour. Yields the product N1C(=NC=C1)CN(CC=1NC=CN1)CC1=CC=C(COCC2=CC=C(CN(CCC)CCC)C=C2)C=C1 ([4-(4-{[bis(1H-imidazol-2-ylmethyl)-amino]-methyl}-benzyloxymethyl)-benzyl]-dipropylamine). As a reaction SMILES: [NH:1]1[CH:5]=[CH:4][N:3]=[C:2]1[CH2:6][NH:7][CH2:8][C:9]1[CH:31]=[CH:30][C:12]([CH2:13][O:14][CH2:15][C:16]2[CH:29]=[CH:28][C:19]([CH2:20][N:21]([CH2:25][CH2:26][CH3:27])[CH2:22][CH2:23][CH3:24])=[CH:18][CH:17]=2)=[CH:11][CH:10]=1.C([BH3-])#N.[Na+].C(O)(=O)C.[NH:40]1[CH:44]=[CH:43][N:42]=[C:41]1[CH:45]=O>CO>[NH:1]1[CH:5]=[CH:4][N:3]=[C:2]1[CH2:6][N:7]([CH2:8][C:9]1[CH:31]=[CH:30][C:12]([CH2:13][O:14][CH2:15][C:16]2[CH:17]=[CH:18][C:19]([CH2:20][N:21]([CH2:25][CH2:26][CH3:27])[CH2:22][CH2:23][CH3:24])=[CH:28][CH:29]=2)=[CH:11][CH:10]=1)[CH2:45][C:41]1[NH:40][CH:44]=[CH:43][N:42]=1 |f:1.2|. Procedure details: The compound (136 mg) obtained in Example 80-4 was dissolved in anhydrous methanol (3.0 ml) and then added with sodium cyanoborohydride (40.6 mg), acetic acid (1.00 ml), and 2-imidazole carboxaldehyde (46.6 mg), followed by stirring under a nitrogen atmosphere at 60° C. overnight. After completion of the reaction, the solvent was distilled off. Subsequently, the residue was purified through silica gel column chromatography (chloroform/methanol) and then treated with hydrochloric acid, thereby ob... Starting materials: Cl (HCl), C(C)(C)(C)OC(COC1=CC=C(C=C1)CCC(=O)N1CCC2(CN\C(\N2)=N/C(=O)C2=NC(=C(N=C2N)N)Cl)CC1)=O ([4-(3-{2-[(E)-3,5-Diamino-6-chloro-pyrazine-2-carbonylimino]-1,3,8-triaza-spiro[4.5]dec-8-yl}-3-oxo-propyl)-phenoxy]-acetic acid tert-butyl ester). The solvent is O1CCOCC1 (dioxane), O1CCOCC1 (1,4-dioxane). Conditions: time 1 hour. Product: NC=1C(=NC(=C(N1)N)Cl)C(=O)\N=C/1\NC2(CN1)CCN(CC2)C(CCC2=CC=C(OCC(=O)O)C=C2)=O ([4-(3-{2-[(E)-3,5-Diamino-6-chloro-pyrazine-2-carbonylimino]-1,3,8-triaza-spiro[4.5]dec-8-yl}-3-oxo-propyl)-phenoxy]-acetic acid), Cl (mono hydrochloride), di-dioxan. Reaction SMILES: C([O:5][C:6](=[O:41])[CH2:7][O:8][C:9]1[CH:14]=[CH:13][C:12]([CH2:15][CH2:16][C:17]([N:19]2[CH2:40][CH2:39][C:22]3([NH:26]/[C:25](=[N:27]/[C:28]([C:30]4[C:35]([NH2:36])=[N:34][C:33]([NH2:37])=[C:32]([Cl:38])[N:31]=4)=[O:29])/[NH:24][CH2:23]3)[CH2:21][CH2:20]2)=[O:18])=[CH:11][CH:10]=1)(C)(C)C.[ClH:42]>O1CCOCC1>[NH2:36][C:35]1[C:30]([C:28](/[N:27]=[C:25]2/[NH:26][C:22]3([CH2:39][CH2:40][N:19]([C:17](=[O:18])[CH2:16][CH2:15][C:12]4[CH:11]=[CH:10][C:9]([O:8][CH2:7][C:6]([OH:41])=[O:5])=[CH:14][CH:13]=4)[CH2:20][CH2:21]3)[CH2:23][NH:24]/2)=[O:29])=[N:31][C:32]([Cl:38])=[C:33]([NH2:37])[N:34]=1.[ClH:42]. Procedure: [4-(3-{2-[(E)-3,5-Diamino-6-chloro-pyrazine-2-carbonylimino]-1,3,8-triaza-spiro[4.5]dec-8-yl}-3-oxo-propyl)-phenoxy]-acetic acid tert-butyl ester (WO09074575, Ex. 71, page 134) (28.4 g, 48.4 mmol) was slurried in 1,4-dioxane (260 ml) and stirred for 1 h. 4N HCl in dioxane (121 ml, 484 mmol) was added dropwise over 15 min and the reaction mixture was stirred overnight. The resulting yellow solid was filtered and washed with diethyl ether. The solid was slurried in fresh diethyl ether (500 ml) and... The reactants are O=C([O-])[O-], CI, CCCCCC, CCCn1c(=O)c2[nH]c(-c3cnn(CC4CC(=O)N(c5ccc(C(C)C)cc5)C4)c3)nc2n(CCC)c1=O, [K+], [K+], CN(C)C=O, O. The product is CCCn1c(=O)c2c(nc(-c3cnn(CC4CC(=O)N(c5ccc(C(C)C)cc5)C4)c3)n2C)n(CCC)c1=O. Reaction SMILES: [C:39](=[O:40])([O-:41])[O-:42].[CH3:45][I:46].[CH3:53][CH2:54][CH2:55][CH2:56][CH2:57][CH3:58].[CH:1]([CH3:2])([CH3:3])[c:4]1[cH:5][cH:6][c:7]([N:10]2[CH2:11][CH:12]([CH2:16][n:17]3[n:18][cH:19][c:20](-[c:22]4[n:23][c:24]5[n:25]([CH2:36][CH2:37][CH3:38])[c:26](=[O:35])[n:27]([CH2:32][CH2:33][CH3:34])[c:28](=[O:31])[c:29]5[nH:30]4)[cH:21]3)[CH2:13][C:14]2=[O:15])[cH:8][cH:9]1.[K+:43].[K+:44].[O:47]=[CH:48][N:49]([CH3:50])[CH3:51].[OH2:52]>>[CH:1]([CH3:2])([CH3:3])[c:4]1[cH:5][cH:6][c:7]([N:10]2[CH2:11][CH:12]([CH2:16][n:17]3[n:18][cH:19][c:20](-[c:22]4[n:23][c:24]5[n:25]([CH2:36][CH2:37][CH3:38])[c:26](=[O:35])[n:27]([CH2:32][CH2:33][CH3:34])[c:28](=[O:31])[c:29]5[n:30]4[CH3:39])[cH:21]3)[CH2:13][C:14]2=[O:15])[cH:8][cH:9]1.